From a dataset of the Open Reaction Database (ORD), a public repository of structured organic reaction records. describe an organic reaction: reactants, conditions, products, and yield Reactants: CCOCC, CCOC(=O)C1CCC(=O)CC1, O, OCCO, Cc1ccc(S(=O)(=O)O)cc1, c1ccccc1. The product is CCOC(=O)C1CCC2(CC1)OCCO2. As a reaction SMILES: [CH3:29][CH2:30][O:31][CH2:32][CH3:33].[O:5]=[C:6]1[CH2:7][CH2:8][CH:9]([C:12](=[O:13])[O:14][CH2:15][CH3:16])[CH2:10][CH2:11]1.[OH2:17].[OH:1][CH2:2][CH2:3][OH:4].[c:18]1([CH3:19])[cH:20][cH:21][c:22]([S:23]([OH:24])(=[O:25])=[O:26])[cH:27][cH:28]1.[cH:34]1[cH:35][cH:36][cH:37][cH:38][cH:39]1>>[O:1]1[CH2:2][CH2:3][O:4][C:6]12[CH2:7][CH2:8][CH:9]([C:12](=[O:13])[O:14][CH2:15][CH3:16])[CH2:10][CH2:11]2. Reactants: CS(C)=O, CCOC(C)=O, CCCCCC, CCC(C#N)(Cn1cncn1)c1ccc(Cl)cc1Cl, [Na+], [OH-], O. Product: CCC(Cn1cncn1)(C(N)=O)c1ccc(Cl)cc1Cl. As a reaction SMILES: [CH3:20][S:21](=[O:22])[CH3:23].[CH3:27][CH2:28][O:29][C:30](=[O:31])[CH3:32].[CH3:33][CH2:34][CH2:35][CH2:36][CH2:37][CH3:38].[Cl:1][c:2]1[c:3]([C:9]([C:10]#[N:11])([CH2:12][n:13]2[n:14][cH:15][n:16][cH:17]2)[CH2:18][CH3:19])[cH:4][cH:5][c:6]([Cl:8])[cH:7]1.[Na+:26].[OH-:25].[OH2:24]>>[Cl:1][c:2]1[c:3]([C:9]([C:10]([NH2:11])=[O:22])([CH2:12][n:13]2[n:14][cH:15][n:16][cH:17]2)[CH2:18][CH3:19])[cH:4][cH:5][c:6]([Cl:8])[cH:7]1.